This data is from the Open Reaction Database (ORD), a public repository of structured organic reaction records. The task is: describe an organic reaction: reactants, conditions, products, and yield The reactants are O[C@H]1C[C@@H](O[C@@H]1CO)N1C(N=C2C(=C1)C=C(O2)C2=CC=C(C=C2)CCCCC)=O (3-((2R,4S,5R)-4-hydroxy-5-(hydroxymethyl)-tetrahydrofuran-2-yl)-6-(4-pentylphenyl)furo[2,3-d]pyrimidin-2(3H)-one), N1=CC=CC=C1 (pyridine), O(C)C1=CC=C(C(C2=CC=C(C=C2)OC)(C2=CC=CC=C2)Cl)C=C1 (4,4′-dimethoxyltritylchloride). Run in ClCCl (dichloromethane), ClCCl (dichloromethane). The product is COC1=CC=C(C=C1)C(OC[C@@H]1[C@H](C[C@@H](O1)N1C(N=C2C(=C1)C=C(O2)C2=CC=C(C=C2)CCCCC)=O)O)(C2=CC=CC=C2)C2=CC=C(C=C2)OC (3-((2R,4S,5R)-5-((bis(4-Methoxyphenyl)(phenyl)methoxy)methyl)-4-hydroxy-tetrahydrofuran-2-yl)-6-(4-pentylphenyl)furo[2,3-d]pyrimidin-2(3H)-one). As a reaction SMILES: [OH:1][C@@H:2]1[C@@H:6]([CH2:7][OH:8])[O:5][C@@H:4]([N:9]2[CH:14]=[C:13]3[CH:15]=[C:16]([C:18]4[CH:23]=[CH:22][C:21]([CH2:24][CH2:25][CH2:26][CH2:27][CH3:28])=[CH:20][CH:19]=4)[O:17][C:12]3=[N:11][C:10]2=[O:29])[CH2:3]1.N1C=CC=CC=1.[O:36]([C:38]1[CH:59]=[CH:58][C:41]([C:42](Cl)([C:51]2[CH:56]=[CH:55][CH:54]=[CH:53][CH:52]=2)[C:43]2[CH:48]=[CH:47][C:46]([O:49][CH3:50])=[CH:45][CH:44]=2)=[CH:40][CH:39]=1)[CH3:37]>ClCCl>[CH3:50][O:49][C:46]1[CH:45]=[CH:44][C:43]([C:42]([C:41]2[CH:40]=[CH:39][C:38]([O:36][CH3:37])=[CH:59][CH:58]=2)([C:51]2[CH:56]=[CH:55][CH:54]=[CH:53][CH:52]=2)[O:8][CH2:7][C@H:6]2[O:5][C@@H:4]([N:9]3[CH:14]=[C:13]4[CH:15]=[C:16]([C:18]5[CH:19]=[CH:20][C:21]([CH2:24][CH2:25][CH2:26][CH2:27][CH3:28])=[CH:22][CH:23]=5)[O:17][C:12]4=[N:11][C:10]3=[O:29])[CH2:3][C@@H:2]2[OH:1])=[CH:48][CH:47]=1. Procedure: A 50 L reactor was charged with 2.8 kg (7.03 mol) of 3-((2R,4S,5R)-4-hydroxy-5-(hydroxymethyl)-tetrahydrofuran-2-yl)-6-(4-pentylphenyl)furo[2,3-d]pyrimidin-2(3H)-one, 2.8 kg (35.4 mol) of pyridine and 22.4 kg of dichloromethane. The mixture was stirred and to it was added 2.86 kg (8.44 mol) 4,4′-dimethoxyltritylchloride (DMT-Cl) in 14.9 kg dichloromethane at room temperature (rt). After addition, the mixture was stirred for 0.5 h at rt. The mixture was filtered and the filtrate was washed with b... Starting materials: ClC1=NC2=CC=CC(=C2C=C1)NS(=O)(=O)C1=CC(=CC(=C1)F)F (N-(2-Chloro-quinolin-5-yl)-3,5-difluoro-benzenesulfonamide), CC=1OC2=C(C1)C=CC=C2N ((2-Methyl-1-benzofuran-7-yl)amine), sodium tert.-butylate, 1,1′-bis(diphenylphosphin)ferrocen, 1,1′-bis(diphenylphosphin)ferrocen-palladium(II)chloride. Solvent: O1CCOCC1 (dioxane). Conditions: temperature 100 celsius, time 16 hour. Product: FC=1C=C(C=C(C1)F)S(=O)(=O)NC1=C2C=CC(=NC2=CC=C1)NC1=CC=CC=2C=C(OC21)C (3,5-Difluoro-N-[2-(2-methyl-benzofuran-7-ylamino)-quinolin-5-yl]-benzenesulfonamide), solid. Yield: 83.0%. As a reaction SMILES: Cl[C:2]1[CH:11]=[CH:10][C:9]2[C:4](=[CH:5][CH:6]=[CH:7][C:8]=2[NH:12][S:13]([C:16]2[CH:21]=[C:20]([F:22])[CH:19]=[C:18]([F:23])[CH:17]=2)(=[O:15])=[O:14])[N:3]=1.[CH3:24][C:25]1[O:26][C:27]2[C:33]([NH2:34])=[CH:32][CH:31]=[CH:30][C:28]=2[CH:29]=1>O1CCOCC1>[F:23][C:18]1[CH:17]=[C:16]([S:13]([NH:12][C:8]2[CH:7]=[CH:6][CH:5]=[C:4]3[C:9]=2[CH:10]=[CH:11][C:2]([NH:34][C:33]2[C:27]4[O:26][C:25]([CH3:24])=[CH:29][C:28]=4[CH:30]=[CH:31][CH:32]=2)=[N:3]3)(=[O:15])=[O:14])[CH:21]=[C:20]([F:22])[CH:19]=1. Reported procedure: N-(2-Chloro-quinolin-5-yl)-3,5-difluoro-benzenesulfonamide (150 mg, 0.423 mmol) was dissolved in 3 mL dioxane. Argon was bubbled through the solution for 2 minutes to remove oxygen. (2-Methyl-1-benzofuran-7-yl)amine (245 mg, 1.33 mmol), sodium tert.-butylate (230 mg, 2.40 mmol), 1,1′-bis(diphenylphosphin)ferrocen (36 mg, 0.06 mmol) and 1,1′-bis(diphenylphosphin)ferrocen-palladium(II)chloride (17 mg, 0.02 mmol) were added. The reaction mixture was stirred in a sealed tube at 100° C. for 16 h. The... The product is C[C@@H](COC=1C=NC(=CC1)C=1OC2=C(N1)C=CC(=C2)OCC(C)=O)NC(OC(C)(C)C)=O (tert-butyl [(1S)-1-methyl-2-({6-[6-(2-oxopropoxy)-1,3-benzoxazol-2-yl]pyridin-3-yl}oxy)ethyl]carbamate). Solvent: O (Water). Procedure details: Triethylamine (1.22 ml) was added to a solution of hexachloroethane (648 mg) and triphenylphosphine (862 mg) in acetonitrile (5 mL) at room temperature. The mixture was stirred at room temperature for 10 min. Then a mixture of tert-butyl [(1S)-2-({6-[(2,4-dihydroxyphenyl)carbamoyl]pyridin-3-yl}oxy)-1-methylethyl]carbamate (442 mg) and acetonitrile (5 mL) was added, and the mixture was stirred at room temperature overnight. Water was added, and the mixture was extracted with ethyl acetate. The or... Reactants: BrCC(C)=O (1-bromopropan-2-one), C([O-])([O-])=O.[K+].[K+] (potassium carbonate), CN(C)C=O (DMF), OC1=CC2=C(N=C(O2)C2=CC=C(C=N2)OC[C@H](C)NC(OC(C)(C)C)=O)C=C1 (tert-butyl [(1S)-2-{[6-(6-hydroxy-1,3-benzoxazol-2-yl)pyridin-3-yl]oxy}-1-methylethyl]carbamate). As a reaction SMILES: [OH:1][C:2]1[CH:28]=[CH:27][C:5]2[N:6]=[C:7]([C:9]3[N:14]=[CH:13][C:12]([O:15][CH2:16][C@@H:17]([NH:19][C:20](=[O:26])[O:21][C:22]([CH3:25])([CH3:24])[CH3:23])[CH3:18])=[CH:11][CH:10]=3)[O:8][C:4]=2[CH:3]=1.Br[CH2:30][C:31](=[O:33])[CH3:32].C(=O)([O-])[O-].[K+].[K+].CN(C=O)C>O>[CH3:18][C@H:17]([NH:19][C:20](=[O:26])[O:21][C:22]([CH3:23])([CH3:24])[CH3:25])[CH2:16][O:15][C:12]1[CH:13]=[N:14][C:9]([C:7]2[O:8][C:4]3[CH:3]=[C:2]([O:1][CH2:30][C:31](=[O:33])[CH3:32])[CH:28]=[CH:27][C:5]=3[N:6]=2)=[CH:10][CH:11]=1 |f:2.3.4|. Reactants: CN([SiH](C)C)[Si](C)(C)C, Nc1c(Cl)ccc2c1OCO2, COc1cc2c(Cl)c(C#N)cnc2cc1OCCCCl, [Na], CN(C)C=O, O. Yields the product COc1cc2c(Nc3c(Cl)ccc4c3OCO4)c(C#N)cnc2cc1OCCCCl. Reaction SMILES: [CH3:1][SiH:2]([CH3:3])[N:4]([CH3:5])[Si:6]([CH3:7])([CH3:8])[CH3:9].[Cl:11][c:12]1[cH:13][cH:14][c:15]2[c:16]([c:17]1[NH2:18])[O:19][CH2:20][O:21]2.[Cl:22][c:23]1[c:24]([C:40]#[N:41])[cH:25][n:26][c:27]2[cH:28][c:29]([O:35][CH2:36][CH2:37][CH2:38][Cl:39])[c:30]([O:33][CH3:34])[cH:31][c:32]12.[Na:10].[O:42]=[CH:43][N:44]([CH3:45])[CH3:46].[OH2:47]>>[Cl:11][c:12]1[cH:13][cH:14][c:15]2[c:16]([c:17]1[NH:18][c:23]1[c:24]([C:40]#[N:41])[cH:25][n:26][c:27]3[cH:28][c:29]([O:35][CH2:36][CH2:37][CH2:38][Cl:39])[c:30]([O:33][CH3:34])[cH:31][c:32]13)[O:19][CH2:20][O:21]2. Reactants: CC#N, O=C=Nc1ccc(Cl)cc1, NCC1CC1CN1CCC(C(=O)c2ccc(F)cc2)CC1, O=C(O)C(F)(F)F. Product: O=C(NCC1CC1CN1CCC(C(=O)c2ccc(F)cc2)CC1)Nc1ccc(Cl)cc1. As a reaction SMILES: [CH3:39][C:40]#[N:41].[Cl:29][c:30]1[cH:31][cH:32][c:33]([N:36]=[C:37]=[O:38])[cH:34][cH:35]1.[NH2:1][CH2:2][CH:3]1[CH:4]([CH2:6][N:7]2[CH2:8][CH2:9][CH:10]([C:13](=[O:14])[c:15]3[cH:16][cH:17][c:18]([F:21])[cH:19][cH:20]3)[CH2:11][CH2:12]2)[CH2:5]1.[OH:22][C:23]([C:24]([F:25])([F:26])[F:27])=[O:28]>>[NH:1]([CH2:2][CH:3]1[CH:4]([CH2:6][N:7]2[CH2:8][CH2:9][CH:10]([C:13](=[O:14])[c:15]3[cH:16][cH:17][c:18]([F:21])[cH:19][cH:20]3)[CH2:11][CH2:12]2)[CH2:5]1)[C:37]([NH:36][c:33]1[cH:32][cH:31][c:30]([Cl:29])[cH:35][cH:34]1)=[O:38]. Starting materials: Cl, Cl[Cu], O=N[O-], COC(=O)Nc1ccc(N)c(Br)n1, [Na+], O. Product: COC(=O)Nc1ccc(Cl)c(Br)n1. Reaction SMILES: [ClH:18].[Cu:20][Cl:21].[N:14]([O-:15])=[O:16].[NH2:1][c:2]1[cH:3][cH:4][c:5]([NH:9][C:10]([O:11][CH3:12])=[O:13])[n:6][c:7]1[Br:8].[Na+:17].[OH2:19]>>[c:2]1([Cl:18])[cH:3][cH:4][c:5]([NH:9][C:10]([O:11][CH3:12])=[O:13])[n:6][c:7]1[Br:8]. Starting materials: [Na] (sodium), N(C)CC(=O)OC (Methyl sarcosinate), ClC(C(=O)OC)=C (methyl α-chloroacrylate), OP(=O)(O)O (H3PO4). Run in CO (methanol), CO (methanol), CO (methanol), O (water). Run at time 18 hour. The product is OC1=C(N(C=C1)C)C(=O)OC (Methyl 3-hydroxy-1-methyl-1H-pyrrole-2-carboxylate). RXN SMILES: [NH:1]([CH2:3][C:4](OC)=O)[CH3:2].Cl[C:9](=[CH2:14])[C:10]([O:12][CH3:13])=[O:11].[Na].[OH:16]P(O)(O)=O>CO.O>[OH:16][C:14]1[CH:4]=[CH:3][N:1]([CH3:2])[C:9]=1[C:10]([O:12][CH3:13])=[O:11] |^1:14|. Procedure details: Methyl sarcosinate (14.5 g, 0.14 moles) is added dropwise to methyl α-chloroacrylate (16.9 g, 0.14 moles), stirred and cooled in an ice bath. After 15 minutes the mixture is dissolved in methanol (30 mL) and added dropwise to a solution of sodium (9.7 g, 0.42 moles) in methanol (125 mL) under argon. After 18 hours at room temperature, the mixture is striped of methanol under reduced pressure. The residue is taken up in water (300 mL), acidified with H3PO4, and extracted with ethyl acetate (5×100... Product: CC(=O)C1C(=CCCC1(C)C)C (2,6,6-trimethyl-2-cyclohexenyl methyl ketone), CC(=O)C1=C(CCCC1(C)C)C (2,6,6-trimethyl-1-cyclohexenyl methyl ketone). Reactants: CC(=O)[C@H]1[C@@H](C=CCC1(C)C)C (trans-2,6,6-trimethyl-3-cyclohexenyl methyl ketone), CC(=O)C1C(C=CCC1(C)C)C (2,6,6-trimethyl-3-cyclohexenyl methyl ketone), CC(C)([O-])C.[Na+] (sodium t-butoxide), C1CCCCCCCCCCC1 (cyclododecane). Run in CS(=O)C (dimethyl sulfoxide). Reaction SMILES: [CH3:1][C:2]([CH:4]1[C:9]([CH3:11])([CH3:10])[CH2:8][CH:7]=[CH:6][CH:5]1[CH3:12])=[O:3].CC(C)([O-])C.[Na+].C1CCCCCCCCCCC1.[CH3:31][C:32]([C@@H:34]1[C:39]([CH3:41])([CH3:40])[CH2:38][CH:37]=[CH:36][C@H:35]1[CH3:42])=[O:33]>CS(C)=O>[CH3:1][C:2]([CH:4]1[C:9]([CH3:11])([CH3:10])[CH2:8][CH2:7][CH:6]=[C:5]1[CH3:12])=[O:3].[CH3:31][C:32]([C:34]1[C:39]([CH3:41])([CH3:40])[CH2:38][CH2:37][CH2:36][C:35]=1[CH3:42])=[O:33] |f:1.2|. Procedure: In a 100-ml four-necked flask equipped with a thermometer, a condenser and a stirrer, placed were 2,6,6-trimethyl-3-cyclohexenyl methyl ketone (10 g) synthesized in Referential Example 1, sodium t-butoxide (2.5 g), dimethyl sulfoxide (30 ml) and, as an internal standard substance for the analysis by gas chromatography, cyclododecane (3 g). They were reacted at 120° C. for 4 hours. The reaction mixture was treated in an usual manner. Analysis by gas chromatography showed that the content of trans... The reactants are IC1=CC=C(C=C1)C1=NSC(=C1CO)C(F)(F)F ([3-(4-iodophenyl)-5-(trifluoromethyl)-1,2-thiazol-4-yl]methanol), CN(C=O)C (N,N-dimethylformamide), C(#N)[Cu] (CuCN). The solvent is C(C)(=O)OCC (ethyl acetate). Reaction conditions: temperature 130 celsius, time 8 hour. The product is OCC=1C(=NSC1C(F)(F)F)C1=CC=C(C#N)C=C1 (4-[4-(hydroxymethyl)-5-(trifluoromethyl)-1,2-thiazol-3-yl]benzonitrile). The yield is 62.0%. RXN SMILES: I[C:2]1[CH:7]=[CH:6][C:5]([C:8]2[C:12]([CH2:13][OH:14])=[C:11]([C:15]([F:18])([F:17])[F:16])[S:10][N:9]=2)=[CH:4][CH:3]=1.[CH3:19][N:20](C)C=O.C([Cu])#N>C(OCC)(=O)C>[OH:14][CH2:13][C:12]1[C:8]([C:5]2[CH:6]=[CH:7][C:2]([C:19]#[N:20])=[CH:3][CH:4]=2)=[N:9][S:10][C:11]=1[C:15]([F:18])([F:17])[F:16]. Reported procedure: Into a 50-mL round-bottom flask was placed [3-(4-iodophenyl)-5-(trifluoromethyl)-1,2-thiazol-4-yl]methanol (148 mg, 0.38 mmol, 1.00 equiv), N,N-dimethylformamide (5 mL), CuCN (52 mg). The resulting solution was stirred overnight at 130° C. in an oil bath. The resulting solution was diluted with 15 mL of ethyl acetate. The resulting mixture was washed with 5×10 mL of saturated aqueous sodium chloride solution. The mixture was dried over anhydrous sodium sulfate, filtered, and the filtrate was con...